Dataset: the Open Reaction Database (ORD), a public repository of structured organic reaction records. Task: describe an organic reaction: reactants, conditions, products, and yield The reactants are NC=1C=CC(=CC1O)C (6-amino-m-cresol), C(C)O (ethanol), C(C)(=O)OC(C)=O (acetic anhydride). Solvent: O (water). Run at temperature 80 celsius, time 15 minute. The product is OC1=C(C=CC(=C1)C)NC(C)=O (N-(2-hydroxy-4-methylphenyl)acetamide). Yield: 89.0%. RXN SMILES: [CH2:1]([OH:3])[CH3:2].[NH2:4][C:5]1[CH:6]=[CH:7][C:8]([CH3:12])=[CH:9][C:10]=1[OH:11].C(OC(=O)C)(=O)C>O>[OH:11][C:10]1[CH:9]=[C:8]([CH3:12])[CH:7]=[CH:6][C:5]=1[NH:4][C:1](=[O:3])[CH3:2]. Reported procedure: To a mixture of 40 ml of ethanol with 60 ml of water, there was added 20.0 g (16.3 mmol) of 6-amino-m-cresol, followed by heating to 80° C. To the obtained solution, there was added dropwise 17.4 g (17.1 mmol) of acetic anhydride over 10 minutes and the mixture was stirred at 80° C. for 15 minutes. After the completion of the reaction, the mixture was cooled to 10° C. The crystals thus precipitated were filtered, washed with water and dried. Thus 23.9 g (15.0 mmol) of N-(2-hydroxy-4-methylphenyl... Reactants: [Li+].C[Si](C)(C)[N-][Si](C)(C)C (LiHMDS), C(C)(C)(C)OC(=O)NC1=C2C=CN(C2=CC(=C1)F)C(C(=O)OC)C1=CC=C(C=C1)Cl (methyl 2-(4-(tert-butoxycarbonylamino)-6-fluoro-1H-indol-1-yl)-2-(4-chlorophenyl)acetate), ICC (Iodoethane). Solvent: C1CCOC1 (THF), CN(C)P(=O)(N(C)C)N(C)C (HMPA). Conditions: temperature -78 celsius, time 1 hour. Product: C(C)(C)(C)OC(=O)NC1=C2C=CN(C2=CC(=C1)F)C(C(=O)OC)(CC)C1=CC=C(C=C1)Cl (methyl 2-(4-(tert-butoxycarbonylamino)-6-fluoro-1H-indol-1-yl)-2-(4-chlorophenyl)butanoate). RXN SMILES: [Li+].C[Si]([N-][Si](C)(C)C)(C)C.[C:11]([O:15][C:16]([NH:18][C:19]1[CH:27]=[C:26]([F:28])[CH:25]=[C:24]2[C:20]=1[CH:21]=[CH:22][N:23]2[CH:29]([C:34]1[CH:39]=[CH:38][C:37]([Cl:40])=[CH:36][CH:35]=1)[C:30]([O:32][CH3:33])=[O:31])=[O:17])([CH3:14])([CH3:13])[CH3:12].I[CH2:42][CH3:43]>C1COCC1.CN(P(N(C)C)(N(C)C)=O)C>[C:11]([O:15][C:16]([NH:18][C:19]1[CH:27]=[C:26]([F:28])[CH:25]=[C:24]2[C:20]=1[CH:21]=[CH:22][N:23]2[C:29]([C:34]1[CH:39]=[CH:38][C:37]([Cl:40])=[CH:36][CH:35]=1)([CH2:42][CH3:43])[C:30]([O:32][CH3:33])=[O:31])=[O:17])([CH3:14])([CH3:12])[CH3:13] |f:0.1|. Procedure details: LiHMDS (20 mL, 0.020 mol) was added dropwise to a stirred solution of methyl 2-(4-(tert-butoxycarbonylamino)-6-fluoro-1H-indol-1-yl)-2-(4-chlorophenyl)acetate (4.32 g, 0.010 mol) in THF (80 mL) and HMPA (20 mL) at −78° C. The resulting mixture was stirred for another 1 h at −78° C. Iodoethane (2.3 g, 0.015 mol) was added to the above solution. The reaction mixture was warmed to −20° C. and stirred for 20 min. The mixture was quenched with sat. ammonium chloride and extracted with EA, washed with... Starting materials: [SiH3]Cl (silyl chloride), N1C=NC=C1 (imidazole), CC1=C2[C@H](C(=O)[C@@]3([C@H](C[C@@H]4[C@]([C@H]3[C@@H]([C@@](C2(C)C)(C[C@@H]1OC(=O)[C@@H]([C@H](C=5C=CC=CC5)NC(=O)C=6C=CC=CC6)O)O)OC(=O)C=7C=CC=CC7)(CO4)OC(=O)C)O)C)OC(=O)C (Paclitaxel), N1C=NC=C1 (imidazole), Cl[Si](CCCCC(=O)OCC1=CC=CC=C1)(C)C (benzyl 5-(chlorodimethylsilyl)pentanoate). Solvent: CN(C)C=O (DMF). Run at time 12 hour. The product is C(C)(=O)O[C@H]1C([C@]2(C([C@]3([C@H](OC3)C[C@@H]2O[Si](C)(C)CCCCC(=O)OCC2=CC=CC=C2)OC(C)=O)[C@@H]([C@@]2(C[C@@H](C(=C1C2(C)C)C)OC([C@@H]([C@H](C2=CC=CC=C2)NC(C2=CC=CC=C2)=O)O)=O)O)OC(C2=CC=CC=C2)=O)C)=O ((2aR,4S,4aS,6R,9S,11S,12S,12bS)-9-(((2R,3S)-3-benzamido-2-hydroxy-3-phenylpropanoyl)oxy)-12-(benzoyloxy)-4-(((5-(benzyloxy)-5-oxopentyl)dimethylsilyl)oxy)-11-hydroxy-4a,8,13,13-tetramethyl-5-oxo-2a,3,4,4a,5,6,9,10,11,12,12a,12b-dodecahydro-1H-7,11-methanocyclodeca[3,4]benzo[1,2-b]oxete-6,12b-diyl diacetate). The yield is 27.0%. Reaction SMILES: [CH3:1][C:2]1[C@@H:19]([O:20][C:21]([C@H:23]([OH:40])[C@@H:24]([NH:31][C:32]([C:34]2[CH:35]=[CH:36][CH:37]=[CH:38][CH:39]=2)=[O:33])[C:25]2[CH:26]=[CH:27][CH:28]=[CH:29][CH:30]=2)=[O:22])[CH2:18][C@:14]2([OH:41])[C:15]([CH3:17])([CH3:16])[C:3]=1[C@@H:4]([O:59][C:60]([CH3:62])=[O:61])[C:5]([C@@:7]1([CH3:58])[C@H:12]([C@@H:13]2[O:42][C:43]([C:45]2[CH:46]=[CH:47][CH:48]=[CH:49][CH:50]=2)=[O:44])[C@:11]2([O:53][C:54]([CH3:56])=[O:55])[CH2:51][O:52][C@@H:10]2[CH2:9][C@@H:8]1[OH:57])=[O:6].N1C=CN=C1.Cl[Si:69]([CH3:85])([CH3:84])[CH2:70][CH2:71][CH2:72][CH2:73][C:74]([O:76][CH2:77][C:78]1[CH:83]=[CH:82][CH:81]=[CH:80][CH:79]=1)=[O:75].[SiH3]Cl>CN(C=O)C>[C:60]([O:59][C@@H:4]1[C:3]2[C:15]([CH3:16])([CH3:17])[C@@:14]([OH:41])([CH2:18][C@H:19]([O:20][C:21](=[O:22])[C@H:23]([OH:40])[C@@H:24]([NH:31][C:32](=[O:33])[C:34]3[CH:39]=[CH:38][CH:37]=[CH:36][CH:35]=3)[C:25]3[CH:26]=[CH:27][CH:28]=[CH:29][CH:30]=3)[C:2]=2[CH3:1])[C@@H:13]([O:42][C:43](=[O:44])[C:45]2[CH:50]=[CH:49][CH:48]=[CH:47][CH:46]=2)[CH:12]2[C@:11]3([O:53][C:54](=[O:55])[CH3:56])[CH2:51][O:52][C@@H:10]3[CH2:9][C@H:8]([O:57][Si:69]([CH2:70][CH2:71][CH2:72][CH2:73][C:74]([O:76][CH2:77][C:78]3[CH:79]=[CH:80][CH:81]=[CH:82][CH:83]=3)=[O:75])([CH3:85])[CH3:84])[C@@:7]2([CH3:58])[C:5]1=[O:6])(=[O:61])[CH3:62]. Reported procedure: To a solution of Paclitaxel (52.5 mg; 0.061 mmol) and imidazole (40.1 mg; 0.590 mmol) in 0.25 mL of dry DMF under nitrogen was added the crude benzyl 5-(chlorodimethylsilyl)pentanoate of undetermined titre. A total of 197 mg of crude silyl chloride was added in 4 portions along with an additional 12 mg portion of imidazole over a 29 hour period. After stirring for an additional 12 hours, the reaction mixture was concentrated under reduced pressure and the resulting crude material was purified by... Reactants: [H-].[Al+3].[Li+].[H-].[H-].[H-] (lithium aluminum hydride), FC1=CC=C(C2=CC=CC=C12)C1=C(N=C(O1)N1C(=NC=C1)C)CCCC(=O)OCC (Ethyl 5-(4-fluoro-1-naphthyl)-2-(2-methyl-1-imidazolyl)-4-oxazolebutanoate), O (Water). Solvent: O1CCCC1 (tetrahydrofuran). Reaction conditions: time 1 hour. Yields the product FC1=CC=C(C2=CC=CC=C12)C1=C(N=C(O1)N1C(=NC=C1)C)CCCCO (5-(4-fluoro-1-naphthyl)-2-(2-methyl-1-imidazolyl)-4-oxazolebutanol). Reaction SMILES: [F:1][C:2]1[C:11]2[C:6](=[CH:7][CH:8]=[CH:9][CH:10]=2)[C:5]([C:12]2[O:16][C:15]([N:17]3[CH:21]=[CH:20][N:19]=[C:18]3[CH3:22])=[N:14][C:13]=2[CH2:23][CH2:24][CH2:25][C:26](OCC)=[O:27])=[CH:4][CH:3]=1.[H-].[Al+3].[Li+].[H-].[H-].[H-].O>O1CCCC1>[F:1][C:2]1[C:11]2[C:6](=[CH:7][CH:8]=[CH:9][CH:10]=2)[C:5]([C:12]2[O:16][C:15]([N:17]3[CH:21]=[CH:20][N:19]=[C:18]3[CH3:22])=[N:14][C:13]=2[CH2:23][CH2:24][CH2:25][CH2:26][OH:27])=[CH:4][CH:3]=1 |f:1.2.3.4.5.6|. Procedure: Ethyl 5-(4-fluoro-1-naphthyl)-2-(2-methyl-1-imidazolyl)-4-oxazolebutanoate (401 mg) was dissolved in 10 ml of tetrahydrofuran, to which was added gradually lithium aluminum hydride (50 mg) under ice-cooling, and the mixture was stirred for 1 hour. Water (0.1 ml) was carefully added to the reaction mixture, which was filtered. The residue on the filter paper was washed with ethyl acetate. The filtrate was concentrated to give crystals of 5-(4-fluoro-1-naphthyl)-2-(2-methyl-1-imidazolyl)-4-oxazole... Reactants: C(#C)C1=CC=C(OCC(=O)OCC)C=C1 (ethyl 2-(4-ethynylphenoxy)acetate), IC1=CC=C(C=C1)O (4-iodophenol), CCN(C(C)C)C(C)C (DIPEA), [NH4+].[Cl-] (NH4Cl). Reagents/catalysts: C=1C=CC(=CC1)[P](C=2C=CC=CC2)(C=3C=CC=CC3)[Pd]([P](C=4C=CC=CC4)(C=5C=CC=CC5)C=6C=CC=CC6)([P](C=7C=CC=CC7)(C=8C=CC=CC8)C=9C=CC=CC9)[P](C=1C=CC=CC1)(C=1C=CC=CC1)C=1C=CC=CC1 (Pd(PPh3)4), [Cu]I (CuI). The solvent is CN(C)C=O (DMF), O (Water). Run at time 3 day. Product: OC1=CC=C(C=C1)C#CC1=CC=C(OCC(=O)OCC)C=C1 (Ethyl 2-(4-((4-hydroxyphenyl)ethynyl)phenoxy)acetate). RXN SMILES: [C:1]([C:3]1[CH:15]=[CH:14][C:6]([O:7][CH2:8][C:9]([O:11][CH2:12][CH3:13])=[O:10])=[CH:5][CH:4]=1)#[CH:2].I[C:17]1[CH:22]=[CH:21][C:20]([OH:23])=[CH:19][CH:18]=1.CCN(C(C)C)C(C)C.[NH4+].[Cl-]>C1C=CC([P]([Pd]([P](C2C=CC=CC=2)(C2C=CC=CC=2)C2C=CC=CC=2)([P](C2C=CC=CC=2)(C2C=CC=CC=2)C2C=CC=CC=2)[P](C2C=CC=CC=2)(C2C=CC=CC=2)C2C=CC=CC=2)(C2C=CC=CC=2)C2C=CC=CC=2)=CC=1.[Cu]I.O.CN(C=O)C>[OH:23][C:20]1[CH:21]=[CH:22][C:17]([C:2]#[C:1][C:3]2[CH:15]=[CH:14][C:6]([O:7][CH2:8][C:9]([O:11][CH2:12][CH3:13])=[O:10])=[CH:5][CH:4]=2)=[CH:18][CH:19]=1 |f:3.4,^1:38,40,59,78|. Procedure: To a dried Schlenk flask filled with nitrogen was added Pd(PPh3)4 (56.5 mg, 0.049 mmol), CuI (14.2 mg, 0.075 mmol), ethyl 2-(4-ethynylphenoxy)acetate (150.0 mg, 0.734 mmol), and 4-iodophenol (195.3 mg, 0.888 mmol) was added. The flask was evacuated, equipped with a septum, and filled with nitrogen. DMF (10 mL) and DIPEA (0.26 mL, 1.5 mmol) were added through the septum. The reaction was stirred for 3 days and was neutralized with saturated aqueous NH4Cl (5 mL). Water (5 mL) was added and the mix... Reactants: C=CCCCc1ccc(OC)cc1, ClCCl, O=C(OO)c1cccc(Cl)c1. Product: COc1ccc(CCCC2CO2)cc1. As a reaction SMILES: [CH3:1][O:2][c:3]1[cH:4][cH:5][c:6]([CH2:9][CH2:10][CH2:11][CH:12]=[CH2:13])[cH:7][cH:8]1.[Cl:25][CH2:26][Cl:27].[OH:14][O:15][C:16]([c:17]1[cH:18][c:19]([Cl:20])[cH:21][cH:22][cH:23]1)=[O:24]>>[CH3:1][O:2][c:3]1[cH:4][cH:5][c:6]([CH2:9][CH2:10][CH2:11][CH:12]2[CH2:13][O:14]2)[cH:7][cH:8]1. Starting materials: N-Aryl-benzenesulfonamides, NC1=C(C=C(C=C1)Cl)C(=O)C=1C=NC(=CC1)C ((2-Amino-5-chloro-phenyl)-(6-methyl-pyridin-3-yl)-methanone), C(C)(C)(C)C1=CC=C(C=C1)S(=O)(=O)Cl (4-tert-butyl-benzenesulfonyl chloride). Yields the product C(C)(C)(C)C1=CC=C(C=C1)S(=O)(=O)NC1=C(C=C(C=C1)Cl)C(=O)C=1C=NC(=CC1)C (4-tert-Butyl-N-[4-chloro-2-(6-methyl-pyridine-3-carbonyl)-phenyl]-benzenesulfonamide). RXN SMILES: [NH2:1][C:2]1[CH:7]=[CH:6][C:5]([Cl:8])=[CH:4][C:3]=1[C:9]([C:11]1[CH:12]=[N:13][C:14]([CH3:17])=[CH:15][CH:16]=1)=[O:10].[C:18]([C:22]1[CH:27]=[CH:26][C:25]([S:28](Cl)(=[O:30])=[O:29])=[CH:24][CH:23]=1)([CH3:21])([CH3:20])[CH3:19]>>[C:18]([C:22]1[CH:27]=[CH:26][C:25]([S:28]([NH:1][C:2]2[CH:7]=[CH:6][C:5]([Cl:8])=[CH:4][C:3]=2[C:9]([C:11]2[CH:12]=[N:13][C:14]([CH3:17])=[CH:15][CH:16]=2)=[O:10])(=[O:30])=[O:29])=[CH:24][CH:23]=1)([CH3:21])([CH3:19])[CH3:20]. Procedure: The title compound was prepared according to the general procedure for the synthesis of N-Aryl-benzenesulfonamides previously described using (2-Amino-5-chloro-phenyl)-(6-methyl-pyridin-3-yl)-methanone and 4-tert-butyl-benzenesulfonyl chloride and purified by HPLC. 1H NMR (CDCl3) δ 9.77 (br s, 1H, NH), 8.40 (dm, 1H, J=1.8 Hz), 7.77 (dm, 1H, J=8.6 Hz), 7.71 (dd, 1H, J =8.1 Hz, J=2.2 Hz), 7.58 (dm, 2H, J=8.6 Hz), 7.50 (dd, 1H, J=9.0 Hz, J=2.4 Hz), 7.32 (d, 1H, J=2.2 Hz), 7.29 (dm, 2H, J=8.6 Hz), 7... Starting materials: [F-].[K+] (KF), C(C1=CC=CC=C1)OC1=C(C=CC(=C1)I)N1CC(N(S1(=O)=O)CC[Si](C)(C)C)=O (5-(2-benzyloxy-4-iodophenyl)-1,1-dioxo-2-(2-trimethylsilanylethyl)-1,2,5-thiadiazolidin-3-one), C(CCC)[Sn](C=C)(CCCC)CCCC (tributyl(vinyl)tin), C1(=C(C=CC=C1)P(C1=C(C=CC=C1)C)C1=C(C=CC=C1)C)C (tri-o-tolylphosphine). Reagents/catalysts: C=1C=CC(=CC1)/C=C/C(=O)/C=C/C2=CC=CC=C2.C=1C=CC(=CC1)/C=C/C(=O)/C=C/C2=CC=CC=C2.C=1C=CC(=CC1)/C=C/C(=O)/C=C/C2=CC=CC=C2.[Pd].[Pd] (Pd2(dba)3). The solvent is C(C)#N (acetonitrile). Run at temperature 80 celsius, time 18 hour. Product: C(C1=CC=CC=C1)OC1=C(C=CC(=C1)C=C)N1CC(N(S1(=O)=O)CC[Si](C)(C)C)=O (5-(2-Benzyloxy-4-vinylphenyl)-1,1-dioxo-2-(2-trimethylsilanylethyl)-1,2,5-thiadiazolidin-3-one). RXN SMILES: [CH2:1]([O:8][C:9]1[CH:14]=[C:13](I)[CH:12]=[CH:11][C:10]=1[N:16]1[S:20](=[O:22])(=[O:21])[N:19]([CH2:23][CH2:24][Si:25]([CH3:28])([CH3:27])[CH3:26])[C:18](=[O:29])[CH2:17]1)[C:2]1[CH:7]=[CH:6][CH:5]=[CH:4][CH:3]=1.[CH2:30]([Sn](CCCC)(CCCC)C=C)[CH2:31]CC.C1(C)C=CC=CC=1P(C1C=CC=CC=1C)C1C=CC=CC=1C.[F-].[K+]>C(#N)C.C1C=CC(/C=C/C(/C=C/C2C=CC=CC=2)=O)=CC=1.C1C=CC(/C=C/C(/C=C/C2C=CC=CC=2)=O)=CC=1.C1C=CC(/C=C/C(/C=C/C2C=CC=CC=2)=O)=CC=1.[Pd].[Pd]>[CH2:1]([O:8][C:9]1[CH:14]=[C:13]([CH:30]=[CH2:31])[CH:12]=[CH:11][C:10]=1[N:16]1[S:20](=[O:22])(=[O:21])[N:19]([CH2:23][CH2:24][Si:25]([CH3:28])([CH3:27])[CH3:26])[C:18](=[O:29])[CH2:17]1)[C:2]1[CH:7]=[CH:6][CH:5]=[CH:4][CH:3]=1 |f:3.4,6.7.8.9.10|. Procedure: To a solution of 5-(2-benzyloxy-4-iodophenyl)-1,1-dioxo-2-(2-trimethylsilanylethyl)-1,2,5-thiadiazolidin-3-one (2.24 g, 4.1 mmol) in acetonitrile (41 mL), in a pressure vessel, is added tributyl(vinyl)tin (1.43 mL, 4.9 mmol), Pd2(dba)3 (73 mg, 0.16 mmol), and tri-o-tolylphosphine. The vessel is sealed and the mixture is stirred at 80° C. for 18 h. The reaction is allowed to cool to RT, then stirred vigorously with saturated KF (10 mL) for 15 min. The mixture is filtered through Celite, washing s... Starting materials: CO (methanol), Cl (HCl), COC(=O)C1=CC=C(C=C1)C1=CC(=C(C=C1)O[C@H](CCCCCC)C)[N+](=O)[O-] ((S)-Methyl-4'-(1-methylheptyloxy)-3'-(nitro)-4-biphenylcarboxylate), O.[OH-].[Li+] (lithium hydroxide monohydrate). The solvent is O (water), C1CCOC1 (THF), [Cl-].[Na+].O (Brine). Product: C[C@@H](CCCCCC)OC1=C(C=C(C=C1)C1=CC=C(C=C1)C(=O)O)[N+](=O)[O-] ((S)-4'-(1-Methylheptyloxy)-3'-(nitro)-4-biphenylcarboxylic acid). Isolated yield 91.8%. Reaction SMILES: C[O:2][C:3]([C:5]1[CH:10]=[CH:9][C:8]([C:11]2[CH:16]=[CH:15][C:14]([O:17][C@@H:18]([CH3:25])[CH2:19][CH2:20][CH2:21][CH2:22][CH2:23][CH3:24])=[C:13]([N+:26]([O-:28])=[O:27])[CH:12]=2)=[CH:7][CH:6]=1)=[O:4].CO.O.[OH-].[Li+].Cl>C1COCC1.[Cl-].[Na+].O.O>[CH3:25][C@H:18]([O:17][C:14]1[CH:15]=[CH:16][C:11]([C:8]2[CH:7]=[CH:6][C:5]([C:3]([OH:4])=[O:2])=[CH:10][CH:9]=2)=[CH:12][C:13]=1[N+:26]([O-:28])=[O:27])[CH2:19][CH2:20][CH2:21][CH2:22][CH2:23][CH3:24] |f:2.3.4,7.8.9|. Procedure: Ester 41a (1.679 g, 4.36 mmol) was dissolved in 10 ml of THF, and with vigorous stirring methanol (40 ml) was added, followed by water (approximately 10 ml) until the solution remained milky white. To this suspension was added lithium hydroxide monohydrate (1.83 g, 43.6 mmol). The reaction mixture was refluxed overnight and was then acidified with concentrated HCl. Brine was added, the reaction mixture was extracted with ether and the organic layer was washed with brine and dried over MgSO4. Eva...